From a dataset of the Open Reaction Database (ORD), a public repository of structured organic reaction records. describe an organic reaction: reactants, conditions, products, and yield Starting materials: C(=S)=S (carbon disulfide), N[C@H]1[C@H](CCCC1)N (cis-1,2-diaminocyclohexane). Run in C(Cl)Cl (CH2Cl2). Conditions: time 2 hour. Yields the product N1C(N[C@H]2[C@@H]1CCCC2)=S (Cis-3a,4,5,6,7,7a-Hexahydro-1H-benzimidazol-2-thione). RXN SMILES: [C:1](=[S:3])=S.[NH2:4][C@@H:5]1[CH2:10][CH2:9][CH2:8][CH2:7][C@@H:6]1[NH2:11]>C(Cl)Cl>[NH:4]1[C@H:5]2[CH2:10][CH2:9][CH2:8][CH2:7][C@H:6]2[NH:11][C:1]1=[S:3]. Reported procedure: A solution of carbon disulfide (1.1 mL, 17.9 mmol) and CH2Cl2 (10 mL) was treated dropwise with cis-1,2-diaminocyclohexane 20-1 (Aldrich) (2.0 g, 17.5 mmol) while maintaining the reaction mixture temperature below 20° C. with an ice bath. The reaction mixture was stirred at ambient temperature for 2.0 h after the addition was complete. Concentration followed by refluxing the resulting solid in H2O (20 mL) for 20 h gave a yellow solution. The cooled solution was extracted with CH2Cl2 and the CH2C...